Dataset: the Open Reaction Database (ORD), a public repository of structured organic reaction records. Task: describe an organic reaction: reactants, conditions, products, and yield Starting materials: O=C1OC(=NS1)C(=O)OCC (ethyl 2-oxo-1,3,4-oxathiazole-5-carboxylate), C1(=CC=C(C=C1)C#N)C (p-tolunitrile). Product: C1(=CC=C(C=C1)C1=NC(=NS1)C(=O)OCC)C (Ethyl 5p-Tolyl-1,2,4-Thiadiazole-3-Carboxylate). Isolated yield 41.5%. RXN SMILES: O=C1[S:6][N:5]=[C:4]([C:7]([O:9][CH2:10][CH3:11])=[O:8])O1.[C:12]1([CH3:20])[CH:17]=[CH:16][C:15]([C:18]#[N:19])=[CH:14][CH:13]=1>>[C:12]1([CH3:20])[CH:17]=[CH:16][C:15]([C:18]2[S:6][N:5]=[C:4]([C:7]([O:9][CH2:10][CH3:11])=[O:8])[N:19]=2)=[CH:14][CH:13]=1. Procedure: A solution of 7.48 g (0.0427 mol) of ethyl 2-oxo-1,3,4-oxathiazole-5-carboxylate and 50.0 g (0.427 mol) of p-tolunitrile (redistilled) was held at 190° C for 72 hours. The reaction mixture, which contained the product in 16% yield, was concentrated under vacuum to 90° C (0.5 torr) to give 4.4 g of black residue. Elution chromatography of this material on 200 g of silica gel (Woelm, for dry column chromatography) with benzene gave 1.7 g of product. Crystallization of this material from hexane (ch... The reactants are CC=1N=C(SC1)NC1=C(C=C(C=N1)SC=1C=C(C=CC1)O)OC1=CC=CC=C1 (3-(6-(4-methylthiazol-2-ylamino)-5-phenoxypyridin-3-ylthio)phenol), Cl.ClCCCN(C)C (3-chloro-N,N-dimethylpropan-1-amine hydrochloride). Yields the product CN(CCCOC=1C=C(C=CC1)SC=1C=C(C(=NC1)NC=1SC=C(N1)C)OC1=CC=CC=C1)C (N-(5-(3-(3-(dim ethylamino)propoxy)phenylthio)-3-phenoxypyridin-2-yl)-4-methylthiazol-2-amine). RXN SMILES: [CH3:1][C:2]1[N:3]=[C:4]([NH:7][C:8]2[N:13]=[CH:12][C:11]([S:14][C:15]3[CH:16]=[C:17]([OH:21])[CH:18]=[CH:19][CH:20]=3)=[CH:10][C:9]=2[O:22][C:23]2[CH:28]=[CH:27][CH:26]=[CH:25][CH:24]=2)[S:5][CH:6]=1.Cl.Cl[CH2:31][CH2:32][CH2:33][N:34]([CH3:36])[CH3:35]>>[CH3:35][N:34]([CH3:36])[CH2:33][CH2:32][CH2:31][O:21][C:17]1[CH:16]=[C:15]([S:14][C:11]2[CH:10]=[C:9]([O:22][C:23]3[CH:28]=[CH:27][CH:26]=[CH:25][CH:24]=3)[C:8]([NH:7][C:4]3[S:5][CH:6]=[C:2]([CH3:1])[N:3]=3)=[N:13][CH:12]=2)[CH:20]=[CH:19][CH:18]=1 |f:1.2|. Procedure details: Prepared according to the method of Example 60 using 3-(6-(4-methylthiazol-2-ylamino)-5-phenoxypyridin-3-ylthio)phenol and 3-chloro-N,N-dimethylpropan-1-amine hydrochloride. 1H NMR (d6-DMSO) δ 9.55 (s, 1H), 8.28 (dd, 1H), 7.49 (dd, 1H), 7.29 (m, 2H), 7.11 (t, 1H), 7.00 (t, 1H), 6.85 (m, 2H), 6.65 (m, 1H), 6.58 (m, 1H), 6.54 (m, 1H), 6.38 (m, 1H), 3.70 (m, 2H), 2.21 (s, 3H), 2.04 (s, 6H) 1.96 (t, 2H), 1.44 (m, 2H); Mass spectrum (esi) m/z=−493.1 (M+H). The reactants are CC(=O)OC(C)=O, Oc1ccc2c(c1Cl)Sc1ccccc1N2, O, c1ccncc1. Yields the product CC(=O)Oc1ccc2c(c1Cl)Sc1ccccc1N2. As a reaction SMILES: [CH3:23][C:24](=[O:25])[O:26][C:27](=[O:28])[CH3:29].[Cl:1][c:2]1[c:3]([OH:16])[cH:4][cH:5][c:6]2[c:15]1[S:14][c:13]1[c:8]([cH:9][cH:10][cH:11][cH:12]1)[NH:7]2.[OH2:30].[cH:17]1[cH:18][cH:19][n:20][cH:21][cH:22]1>>[Cl:1][c:2]1[c:3]([O:16][C:24]([CH3:23])=[O:25])[cH:4][cH:5][c:6]2[c:15]1[S:14][c:13]1[c:8]([cH:9][cH:10][cH:11][cH:12]1)[NH:7]2. Starting materials: O=C([O-])[O-], COc1cccc(B(O)O)c1, CCO, COCCOC, CC(C)n1nc(I)c2c(N)ncnc21, [Na+], [Na+], c1ccc(P(c2ccccc2)(c2ccccc2)[Pd](P(c2ccccc2)(c2ccccc2)c2ccccc2)(P(c2ccccc2)(c2ccccc2)c2ccccc2)P(c2ccccc2)(c2ccccc2)c2ccccc2)cc1. The product is COc1cccc(-c2nn(C(C)C)c3ncnc(N)c23)c1. As a reaction SMILES: [C:26](=[O:27])([O-:28])[O-:29].[CH3:1][O:2][c:3]1[cH:4][c:5]([B:9]([OH:10])[OH:11])[cH:6][cH:7][cH:8]1.[CH3:32][CH2:33][OH:34].[CH3:35][O:36][CH2:37][CH2:38][O:39][CH3:40].[I:12][c:13]1[n:14][n:15]([CH:23]([CH3:24])[CH3:25])[c:16]2[n:17][cH:18][n:19][c:20]([NH2:22])[c:21]12.[Na+:30].[Na+:31].[cH:41]1[cH:42][cH:43][c:44]([P:45]([Pd:46]([P:47]([c:48]2[cH:49][cH:50][cH:51][cH:52][cH:53]2)([c:54]2[cH:55][cH:56][cH:57][cH:58][cH:59]2)[c:60]2[cH:61][cH:62][cH:63][cH:64][cH:65]2)([P:66]([c:67]2[cH:68][cH:69][cH:70][cH:71][cH:72]2)([c:73]2[cH:74][cH:75][cH:76][cH:77][cH:78]2)[c:79]2[cH:80][cH:81][cH:82][cH:83][cH:84]2)[P:85]([c:86]2[cH:87][cH:88][cH:89][cH:90][cH:91]2)([c:92]2[cH:93][cH:94][cH:95][cH:96][cH:97]2)[c:98]2[cH:99][cH:100][cH:101][cH:102][cH:103]2)([c:104]2[cH:105][cH:106][cH:107][cH:108][cH:109]2)[c:110]2[cH:111][cH:112][cH:113][cH:114][cH:115]2)[cH:116][cH:117]1>>[CH3:1][O:2][c:3]1[cH:4][c:5](-[c:13]2[n:14][n:15]([CH:23]([CH3:24])[CH3:25])[c:16]3[n:17][cH:18][n:19][c:20]([NH2:22])[c:21]23)[cH:6][cH:7][cH:8]1. Reactants: C1(CC1)S(=O)(=O)N (cyclopropylsulfonamide), FC1=CC=C2N=C(C(=NC2=C1)O[C@@H]1C[C@@H]2N(C([C@H](CCCCC\C=C/[C@H]3[C@](NC2=O)(C3)C(=O)O)NC(=O)C3=NOC(=C3)C)=O)C1)C(F)(F)F ((2R,6S,13aS,14aR,16aS,Z)-2-(7-fluoro-3-(trifluoromethyl)quinoxalin-2-yloxy)-6-(5-methylisoxazole-3-carboxamido)-5,16-dioxo-1,2,3,5,6,7,8,9,10,11,13a,14,14a,15,16,16a-hexadecahydrocyclopropa[e]pyrrolo[1,2-a][1,4]diazacyclopentadecine-14a-carboxylic acid), C(=O)(C=1NC=CN1)C=1NC=CN1 (carbonyl diimidazole), C1CCC2=NCCCN2CC1 (DBU), CC1OCCC1 (2-methyltetrahydrofuran). Run in CN1CCCC1=O (NMP), CN1CCCC1=O (NMP), CN1CCCC1=O (NMP), C(C)(=O)OC(C)C (isopropyl acetate). Reaction conditions: temperature 5 celsius, time 30 minute. Product: C1(CC1)S(=O)(=O)NC(=O)[C@]12NC([C@H]3N(C([C@H](CCCCC\C=C/[C@@H]1C2)NC(=O)C2=NOC(=C2)C)=O)C[C@@H](C3)OC3=NC2=CC(=CC=C2N=C3C(F)(F)F)F)=O (N-((2R,6S,13aS,14aR,16aS,Z)-14a-(cyclopropylsulfonylcarbamoyl)-2-(7-fluoro-3-(trifluoromethyl)quinoxalin-2-yloxy)-5,16-dioxo-1,2,3,5,6,7,8,9,10,11,13a,14,14a,15,16,16a-hexadecahydrocyclopropa[e]pyrrolo[1,2-a][1,4]diazacyclopentadecin-6-yl)-5-methylisoxazole-3-carboxamide). Isolated yield 78.7%. As a reaction SMILES: [F:1][C:2]1[CH:11]=[C:10]2[C:5]([N:6]=[C:7]([C:46]([F:49])([F:48])[F:47])[C:8]([O:12][C@H:13]3[CH2:45][N:16]4[C:17](=[O:44])[C@@H:18]([NH:35][C:36]([C:38]5[CH:42]=[C:41]([CH3:43])[O:40][N:39]=5)=[O:37])[CH2:19][CH2:20][CH2:21][CH2:22][CH2:23][CH:24]=[CH:25][C@@H:26]5[CH2:31][C@@:27]5([C:32](O)=[O:33])[NH:28][C:29](=[O:30])[C@@H:15]4[CH2:14]3)=[N:9]2)=[CH:4][CH:3]=1.C(C1NC=CN=1)(C1NC=CN=1)=O.[CH:62]1([S:65]([NH2:68])(=[O:67])=[O:66])[CH2:64][CH2:63]1.C1CCN2C(=NCCC2)CC1.CC1CCCO1>CN1C(=O)CCC1.C(OC(C)C)(=O)C>[CH:62]1([S:65]([NH:68][C:32]([C@@:27]23[CH2:31][C@H:26]2[CH:25]=[CH:24][CH2:23][CH2:22][CH2:21][CH2:20][CH2:19][C@H:18]([NH:35][C:36]([C:38]2[CH:42]=[C:41]([CH3:43])[O:40][N:39]=2)=[O:37])[C:17](=[O:44])[N:16]2[CH2:45][C@H:13]([O:12][C:8]4[C:7]([C:46]([F:47])([F:49])[F:48])=[N:6][C:5]5[C:10](=[CH:11][C:2]([F:1])=[CH:3][CH:4]=5)[N:9]=4)[CH2:14][C@H:15]2[C:29](=[O:30])[NH:28]3)=[O:33])(=[O:67])=[O:66])[CH2:64][CH2:63]1. Reported procedure: To a stirring solution of (2R,6S,13aS,14aR,16aS,Z)-2-(7-fluoro-3-(trifluoromethyl)quinoxalin-2-yloxy)-6-(5-methylisoxazole-3-carboxamido)-5,16-dioxo-1,2,3,5,6,7,8,9,10,11,13a,14,14a,15,16,16a-hexadecahydrocyclopropa[e]pyrrolo[1,2-a][1,4]diazacyclopentadecine-14a-carboxylic acid (5.13 g) and NMP (12.9 g) was added carbonyl diimidazole (1.83 g) as a solution in NMP (7.7 g). After 30 min, cyclopropylsulfonamide (1.81 g) was added to the reaction mixture as a solution in NMP (5.13 g). The solution w... Reactants: CCOc1c(C(CC)=C(F)CO)cc2c(c1Br)C(C)(C)CC=C2C(C)C, C[N+]1([O-])CCOCC1, CC#N, CCC[N+](CCC)(CCC)CCC, ClCCl, O=[Ru](=O)(=O)[O-]. Yields the product CCOc1c(C(CC)=C(F)C=O)cc2c(c1Br)C(C)(C)CC=C2C(C)C. Reaction SMILES: [Br:1][c:2]1[c:3]([O:24][CH2:25][CH3:26])[c:4]([C:17](=[C:18]([CH2:19][OH:20])[F:21])[CH2:22][CH3:23])[cH:5][c:6]2[c:11]1[C:10]([CH3:12])([CH3:13])[CH2:9][CH:8]=[C:7]2[CH:14]([CH3:15])[CH3:16].[CH3:27][N+:28]1([O-:29])[CH2:30][CH2:31][O:32][CH2:33][CH2:34]1.[CH3:38][C:39]#[N:40].[CH3:46][CH2:47][CH2:48][N+:49]([CH2:50][CH2:51][CH3:52])([CH2:53][CH2:54][CH3:55])[CH2:56][CH2:57][CH3:58].[Cl:35][CH2:36][Cl:37].[O-:41][Ru:42](=[O:43])(=[O:44])=[O:45]>>[Br:1][c:2]1[c:3]([O:24][CH2:25][CH3:26])[c:4]([C:17](=[C:18]([CH:19]=[O:20])[F:21])[CH2:22][CH3:23])[cH:5][c:6]2[c:11]1[C:10]([CH3:12])([CH3:13])[CH2:9][CH:8]=[C:7]2[CH:14]([CH3:15])[CH3:16]. The reactants are SCCCCCS, CC1(c2ccccc2)OC(C=Cc2ccsc2)=CC1=O. The product is CC1(c2ccccc2)OC(CC(SCCCCCS)c2ccsc2)=CC1=O. As a reaction SMILES: [CH2:21]([CH2:22][CH2:23][CH2:24][CH2:25][SH:26])[SH:27].[CH3:1][C:2]1([c:15]2[cH:16][cH:17][cH:18][cH:19][cH:20]2)[O:3][C:4]([CH:8]=[CH:9][c:10]2[cH:11][s:12][cH:13][cH:14]2)=[CH:5][C:6]1=[O:7]>>[CH3:1][C:2]1([c:15]2[cH:16][cH:17][cH:18][cH:19][cH:20]2)[O:3][C:4]([CH2:8][CH:9]([c:10]2[cH:11][s:12][cH:13][cH:14]2)[S:27][CH2:21][CH2:22][CH2:23][CH2:24][CH2:25][SH:26])=[CH:5][C:6]1=[O:7]. Starting materials: CC#N, Cl, C1CON(C2CCC3(CC2)OCCO3)C1. Yields the product O=C1CCC(N2CCCO2)CC1. As a reaction SMILES: [CH3:17][C:18]#[N:19].[ClH:16].[O:1]1[CH2:3][CH2:2][O:4][C:5]12[CH2:6][CH2:7][CH:8]([N:11]1[O:12][CH2:13][CH2:14][CH2:15]1)[CH2:9][CH2:10]2>>[O:4]=[C:5]1[CH2:6][CH2:7][CH:8]([N:11]2[O:12][CH2:13][CH2:14][CH2:15]2)[CH2:9][CH2:10]1. Starting materials: ClC=1C=C(CNC=2C3=C(N=C(N2)CCC(=O)O)C(=NN3C)CCC)C=CC1OC (3-[7-(3-chloro-4-methoxybenzylamino)-1-methyl-3-propyl-1H-pyrazolo[4,3-d]pyrimidin-5-yl]-propionic acid), S(=O)(Cl)Cl (thionyl chloride). The solvent is ClCCl (dichloromethane). The product is ClC=1C=C(CNC=2C3=C(N=C(N2)CCC(=O)Cl)C(=NN3C)CCC)C=CC1OC (3-[7-(3-chloro-4-methoxybenzylamino)-1-methyl-3-propyl-1H-pyrazolo[4,3-d]pyrimidin-5-yl]-propionyl chloride). RXN SMILES: [Cl:1][C:2]1[CH:3]=[C:4]([CH:25]=[CH:26][C:27]=1[O:28][CH3:29])[CH2:5][NH:6][C:7]1[C:8]2[N:20]([CH3:21])[N:19]=[C:18]([CH2:22][CH2:23][CH3:24])[C:9]=2[N:10]=[C:11]([CH2:13][CH2:14][C:15](O)=[O:16])[N:12]=1.S(Cl)([Cl:32])=O>ClCCl>[Cl:1][C:2]1[CH:3]=[C:4]([CH:25]=[CH:26][C:27]=1[O:28][CH3:29])[CH2:5][NH:6][C:7]1[C:8]2[N:20]([CH3:21])[N:19]=[C:18]([CH2:22][CH2:23][CH3:24])[C:9]=2[N:10]=[C:11]([CH2:13][CH2:14][C:15]([Cl:32])=[O:16])[N:12]=1. Procedure details: 1 equivalent of 3-[7-(3-chloro-4-methoxybenzylamino)-1-methyl-3-propyl-1H-pyrazolo[4,3-d]pyrimidin-5-yl]-propionic acid and 1.2 equivalents of thionyl chloride are stirred in dichloromethane for 2 hours. The solvent is removed and 3-[7-(3-chloro-4-methoxybenzylamino)-1-methyl-3-propyl-1H-pyrazolo[4,3-d]pyrimidin-5-yl]-propionyl chloride is obtained. The product is transferred to aqueous ammonia, stirred for one hour and, after customary working up, 3-[7-(3-chloro-4-methoxybenzylamino)-1-methyl-3... Reaction SMILES: [F:1][C:2]1[CH:7]=[CH:6][C:5]([C:8]2[C:12]([CH2:13][O:14][C:15]3[CH:16]=[C:17]([C:21]([OH:23])=O)[N:18]([CH3:20])[N:19]=3)=[C:11]([CH3:24])[O:10][N:9]=2)=[CH:4][CH:3]=1.Cl.[OH:26][CH:27]1[CH2:30][NH:29][CH2:28]1>>[F:1][C:2]1[CH:3]=[CH:4][C:5]([C:8]2[C:12]([CH2:13][O:14][C:15]3[CH:16]=[C:17]([C:21]([N:29]4[CH2:30][CH:27]([OH:26])[CH2:28]4)=[O:23])[N:18]([CH3:20])[N:19]=3)=[C:11]([CH3:24])[O:10][N:9]=2)=[CH:6][CH:7]=1 |f:1.2|. Procedure: As described for example 55, 5-[3-(4-fluoro-phenyl)-5-methyl-isoxazol-4-ylmethoxy]-2-methyl-2H-pyrazole-3-carboxylic acid (100 mg, 0.3 mmol) was converted, using 3-hydroxyazetidine hydrochloride instead of 2-amino-2-methyl-1-propanol, to the title compound (20 mg, 17%) which was obtained as a colorless gum. MS: m/e=387.1 [M+H]+. Isolated yield 17.0%. Yields the product FC1=CC=C(C=C1)C1=NOC(=C1COC=1C=C(N(N1)C)C(=O)N1CC(C1)O)C ({5-[3-(4-Fluoro-phenyl)-5-methyl-isoxazol-4-ylmethoxy]-2-methyl-2H-pyrazol-3-yl}-(3-hydroxy-azetidin-1-yl)-methanone). Reactants: FC1=CC=C(C=C1)C1=NOC(=C1COC=1C=C(N(N1)C)C(=O)O)C (5-[3-(4-fluoro-phenyl)-5-methyl-isoxazol-4-ylmethoxy]-2-methyl-2H-pyrazole-3-carboxylic acid), Cl.OC1CNC1 (3-hydroxyazetidine hydrochloride).